This data is from the Open Reaction Database (ORD), a public repository of structured organic reaction records. The task is: describe an organic reaction: reactants, conditions, products, and yield Starting materials: C(C=1C(N)=CC=CC1)(=O)O (anthranilic acid), ClC=1C=C(C(=O)Cl)C=CC1 (m-chlorobenzoyl chloride), O (water). The solvent is N1=CC=CC=C1 (pyridine). Conditions: time 1 hour. Product: ClC=1C=C(C=CC1)C1=NC2=C(C(O1)=O)C=CC=C2 (2-(m-chlorophenyl)-4H-3,1-benzoxazin-4-one). Isolated yield 96.3%. RXN SMILES: [C:1]([OH:10])(=[O:9])[C:2]1[C:3](=[CH:5][CH:6]=[CH:7][CH:8]=1)[NH2:4].[Cl:11][C:12]1[CH:13]=[C:14]([CH:18]=[CH:19][CH:20]=1)[C:15](Cl)=O.O>N1C=CC=CC=1>[Cl:11][C:12]1[CH:13]=[C:14]([C:15]2[O:9][C:1](=[O:10])[C:2]3[CH:8]=[CH:7][CH:6]=[CH:5][C:3]=3[N:4]=2)[CH:18]=[CH:19][CH:20]=1. Procedure details: To a stirred solution of 76.5 g (0.56 mole) of anthranilic acid in 1000 ml of pyridine at room temperature was added 197 g (1.12 mole) of m-chlorobenzoyl chloride at a rapid dropwise rate. The temperature rose to 45°-50° and, midway through the addition, a precipitate began forming. After stirring one hour at room temperature the slurry was poured into 1500 ml of water and the precipitate was filtered, washed well with water and air dried to give 139 g (96.5%) of 2-(m-chlorophenyl)-4H-3,1-benzox... Reactants: C(C)(=O)O (acetic acid), C(C)C(C=O)CC (2-ethylbutyraldehyde), C(#N)[BH3-].[Na+] (sodium cyanoborohydride), NC1=C(C=CC(=C1)C(=O)OC)N1C(CCC1(CO)CO)=O (1-(2-amino-4-methoxycarbonylphenyl)-5,5-bis-(hydroxymethyl)pyrrolidin-2-one). Solvent: ClCCl (dichloromethane). Reaction conditions: time 2 hour. The product is OCC1(CCC(N1C1=C(C=C(C=C1)C(=O)OC)N(C)C(CC)CC)=O)CO (5,5-bis-(hydroxymethyl)-1-{4-methoxycarbonyl-2-[(3-pentyl)methylamino]phenyl}pyrrolidin-2-one). The yield is 89.4%. Reaction SMILES: [NH2:1][C:2]1[CH:7]=[C:6]([C:8]([O:10][CH3:11])=[O:9])[CH:5]=[CH:4][C:3]=1[N:12]1[C:16]([CH2:19][OH:20])([CH2:17][OH:18])[CH2:15][CH2:14][C:13]1=[O:21].[C:22](O)(=O)C.[CH2:26]([CH:28]([CH2:31][CH3:32])C=O)[CH3:27].C([BH3-])#N.[Na+]>ClCCl>[OH:20][CH2:19][C:16]1([CH2:17][OH:18])[N:12]([C:3]2[CH:4]=[CH:5][C:6]([C:8]([O:10][CH3:11])=[O:9])=[CH:7][C:2]=2[N:1]([CH:28]([CH2:31][CH3:32])[CH2:26][CH3:27])[CH3:22])[C:13](=[O:21])[CH2:14][CH2:15]1 |f:3.4|. Procedure details: A suspension of 1-(2-amino-4-methoxycarbonylphenyl)-5,5-bis-(hydroxymethyl)pyrrolidin-2-one (0.1 g, 0.34 mmol) from Example 6 in 2 mL of dichloromethane was treated with acetic acid (0.1 g, 1.6 mmol), 2-ethylbutyraldehyde (0.065 g, 0.65 mmol) and sodium cyanoborohydride (0.035 g, 0.55 mmol). The resulting mixture was stirred at ambient temperature for 2 h. The reaction mixture was quenched with a saturated sodium bicarbonate solution (2 mL) and the mixture was extracted with ethyl acetate (3×25 ... Starting materials: BrC1=C(C=C(C=C1F)C1OCC(CO1)CCCCC)F (2-(4'-bromo-3',5'-difluorophenyl)-5-pentyl-1,3-dioxane), C(#N)[Cu] (CuCN). Solvent: CN1CCCC1=O (NMP), ice water. The product is C(#N)C1=C(C=C(C=C1F)[C@@H]1OC[C@H](CO1)CCCCC)F (trans-2-(4'-cyano-3',5'-difluorophenyl)-5-pentyl-1,3-dioxane). The yield is 153.8%. As a reaction SMILES: Br[C:2]1[C:7]([F:8])=[CH:6][C:5]([CH:9]2[O:14][CH2:13][CH:12]([CH2:15][CH2:16][CH2:17][CH2:18][CH3:19])[CH2:11][O:10]2)=[CH:4][C:3]=1[F:20].[C:21]([Cu])#[N:22]>CN1C(=O)CCC1>[C:21]([C:2]1[C:7]([F:8])=[CH:6][C:5]([C@H:9]2[O:14][CH2:13][C@H:12]([CH2:15][CH2:16][CH2:17][CH2:18][CH3:19])[CH2:11][O:10]2)=[CH:4][C:3]=1[F:20])#[N:22]. Reported procedure: 9.1 g (0.026 mol) of 2-(4'-bromo-3',5'-difluorophenyl)-5-pentyl-1,3-dioxane, 3.5 g (0.0039 mol) of CuCN and 78 cm3 of NMP were refluxed for 2 hours on a mantle heater. The reactant was cooled to room temperature, and after adding 10 cm3 of EDA, it was poured in ice water, extracted with hexane and washed with an aqueous EDA solution and water. The hexane was removed, the residue was treated in a silica gel column with chloroform as solvent, and the chloroform was removed. The residue was recryst... The reactants are CC(=O)c1cc(Cl)ccc1NS(=O)(=O)C(F)(F)F, CC(=O)[O-], CCO, Cl, NOc1cccc(C(F)(F)F)c1, [Na+]. Yields the product CC(=NOc1cccc(C(F)(F)F)c1)c1cc(Cl)ccc1NS(=O)(=O)C(F)(F)F. RXN SMILES: [C:1]([CH3:2])(=[O:3])[c:4]1[c:5]([NH:11][S:12](=[O:13])(=[O:14])[C:15]([F:16])([F:17])[F:18])[cH:6][cH:7][c:8]([Cl:10])[cH:9]1.[C:32]([O-:33])(=[O:34])[CH3:35].[CH3:37][CH2:38][OH:39].[ClH:19].[F:20][C:21]([c:22]1[cH:23][c:24]([O:28][NH2:29])[cH:25][cH:26][cH:27]1)([F:30])[F:31].[Na+:36]>>[C:1]([CH3:2])([c:4]1[c:5]([NH:11][S:12](=[O:13])(=[O:14])[C:15]([F:16])([F:17])[F:18])[cH:6][cH:7][c:8]([Cl:10])[cH:9]1)=[N:29][O:28][c:24]1[cH:23][c:22]([C:21]([F:20])([F:30])[F:31])[cH:27][cH:26][cH:25]1. The reactants are O=c1c2c(F)cccc2nc(CSc2ncnc3[nH]cnc23)n1Cc1ccccc1, C[O-], Cl, [Na+]. The product is COc1cccc2nc(CSc3ncnc4[nH]cnc34)n(Cc3ccccc3)c(=O)c12. As a reaction SMILES: [CH2:1]([c:2]1[cH:3][cH:4][cH:5][cH:6][cH:7]1)[n:8]1[c:9]([CH2:20][S:21][c:22]2[c:23]3[n:24][cH:25][nH:26][c:27]3[n:28][cH:29][n:30]2)[n:10][c:11]2[cH:12][cH:13][cH:14][c:15]([F:19])[c:16]2[c:17]1=[O:18].[CH3:32][O-:33].[ClH:31].[Na+:34]>>[CH2:1]([c:2]1[cH:3][cH:4][cH:5][cH:6][cH:7]1)[n:8]1[c:9]([CH2:20][S:21][c:22]2[c:23]3[n:24][cH:25][nH:26][c:27]3[n:28][cH:29][n:30]2)[n:10][c:11]2[cH:12][cH:13][cH:14][c:15]([O:33][CH3:32])[c:16]2[c:17]1=[O:18]. Starting materials: CC[N+](CC)(CC)S(=O)(=O)NC(=O)OC, COC(=O)C(CO)NC(=O)c1ncn2c1CN(C)C(=O)c1c(Cl)cccc1-2, C1CCOC1, [OH-]. Product: COC(=O)C1COC(c2ncn3c2CN(C)C(=O)c2c(Cl)cccc2-3)=N1. Reaction SMILES: [CH3:29][O:30][C:31]([NH:32][S:33]([N+:34]([CH2:35][CH3:36])([CH2:37][CH3:38])[CH2:39][CH3:40])(=[O:41])=[O:42])=[O:43].[Cl:1][c:2]1[cH:3][cH:4][cH:5][c:6]2[c:7]1[C:8](=[O:27])[N:9]([CH3:26])[CH2:10][c:11]1[n:12]-2[cH:13][n:14][c:15]1[C:16](=[O:17])[NH:18][CH:19]([C:20](=[O:21])[O:22][CH3:23])[CH2:24][OH:25].[O:44]1[CH2:45][CH2:46][CH2:47][CH2:48]1.[OH-:28]>>[Cl:1][c:2]1[cH:3][cH:4][cH:5][c:6]2[c:7]1[C:8](=[O:27])[N:9]([CH3:26])[CH2:10][c:11]1[n:12]-2[cH:13][n:14][c:15]1[C:16]1=[N:18][CH:19]([C:20](=[O:21])[O:22][CH3:23])[CH2:24][O:17]1. The reactants are C=1C=CC(=CC1)P(C=2C=CC=CC2)C3=CC=C4C=CC=CC4=C3C5=C6C=CC=CC6=CC=C5P(C=7C=CC=CC7)C=8C=CC=CC8 (BINAP), BrC=1C=CC=C2C=CC(=NC12)N1C=NC=2C1=CC=1OCCOC1C2 (1-(8-Bromo-quinolin-2-yl)-6,7-dihydro-1H-5,8-dioxa-1,3-diaza-cyclopenta[b]naphthalene), C(C)(C)(C)OC(NC1CCNCC1)=O (piperidin-4-yl-carbamic acid tert-butyl ester), C(=O)([O-])[O-].[Cs+].[Cs+] (Cs2CO3). Reagents/catalysts: C=1C=CC(=CC1)/C=C/C(=O)/C=C/C2=CC=CC=C2.C=1C=CC(=CC1)/C=C/C(=O)/C=C/C2=CC=CC=C2.C=1C=CC(=CC1)/C=C/C(=O)/C=C/C2=CC=CC=C2.[Pd].[Pd] (tris(dibenzylideneacetone)dipalladium). Solvent: C(=O)(C(F)(F)F)O (TFA), C(Cl)Cl (DCM), O1CCOCC1 (dioxane). Run at time 30 minute. Product: C(C)(C)(C)OC(NC1CCN(CC1)C=1C=CC=C2C=CC(=NC12)N1C=NC=2C1=CC=1OCCOC1C2)=O ({1-[2-(6,7-Dihydro-5,8-dioxa-1,3-diaza-cyclopenta[b]naphthalen-1-yl)-quinolin-8-yl]-piperidin-4-yl}-carbamic acid tert-butyl ester). Isolated yield 54.5%. Reaction SMILES: Br[C:2]1[CH:3]=[CH:4][CH:5]=[C:6]2[C:11]=1[N:10]=[C:9]([N:12]1[C:16]3=[CH:17][C:18]4[O:19][CH2:20][CH2:21][O:22][C:23]=4[CH:24]=[C:15]3[N:14]=[CH:13]1)[CH:8]=[CH:7]2.[C:25]([O:29][C:30](=[O:38])[NH:31][CH:32]1[CH2:37][CH2:36][NH:35][CH2:34][CH2:33]1)([CH3:28])([CH3:27])[CH3:26].C([O-])([O-])=O.[Cs+].[Cs+].C1C=CC(P(C2C(C3C(P(C4C=CC=CC=4)C4C=CC=CC=4)=CC=C4C=3C=CC=C4)=C3C(C=CC=C3)=CC=2)C2C=CC=CC=2)=CC=1>O1CCOCC1.C(O)(C(F)(F)F)=O.C(Cl)Cl.C1C=CC(/C=C/C(/C=C/C2C=CC=CC=2)=O)=CC=1.C1C=CC(/C=C/C(/C=C/C2C=CC=CC=2)=O)=CC=1.C1C=CC(/C=C/C(/C=C/C2C=CC=CC=2)=O)=CC=1.[Pd].[Pd]>[C:25]([O:29][C:30](=[O:38])[NH:31][CH:32]1[CH2:37][CH2:36][N:35]([C:2]2[CH:3]=[CH:4][CH:5]=[C:6]3[C:11]=2[N:10]=[C:9]([N:12]2[C:16]4=[CH:17][C:18]5[O:19][CH2:20][CH2:21][O:22][C:23]=5[CH:24]=[C:15]4[N:14]=[CH:13]2)[CH:8]=[CH:7]3)[CH2:34][CH2:33]1)([CH3:28])([CH3:26])[CH3:27] |f:2.3.4,9.10.11.12.13|. Procedure: 1-(8-Bromo-quinolin-2-yl)-6,7-dihydro-1H-5,8-dioxa-1,3-diaza-cyclopenta[b]naphthalene 81C (700 mg, 1.83 mMol) and piperidin-4-yl-carbamic acid tert-butyl ester (733 mg, 3.66 mMol) were dissolved in 6.0 mL of dioxane under an atmosphere of dry N2. To this solution was added Cs2CO3 (835 mg, 2.56 mMol), racemic-BINAP (68 mg, 0.109 mMol) and tris(dibenzylideneacetone)dipalladium (0) (34 mg, 0.037 mMol) and the reaction mixture was heated to reflux and reacted at this temperature overnight. The mixtu...